From a dataset of the Open Reaction Database (ORD), a public repository of structured organic reaction records. describe an organic reaction: reactants, conditions, products, and yield Starting materials: ON1C(CCC1=O)=O (N-hydroxy-succinimide), C1(CCCCC1)N=C=NC1CCCCC1 (dicyclohexylcarbodiimide), CC[C@H](C)[C@H]1C(=O)NCC(=O)N[C@@H]2C[S+](C3=C(C=4C=CC(=CC4N3)O)C[C@@H](C(=O)NCC(=O)N1)NC(=O)[C@@H](NC(=O)[C@@H]5C[C@H](CN5C(=O)[C@@H](NC2=O)CC(=O)N)O)[C@@H](C)[C@H](CO)O)[O-].C(CCCC(=O)[O-])(=O)[O-] (α-amanitin glutarate). Procedure details: 3.4 mg of α-amanitin glutarate (3.3 μmol) was dissolved in 0.05 ml of dry dimethylformamide (DMF), and 2.4 mg (7 eq.) of N-hydroxy-succinimide dissolved in 0.01 ml of DMF were added. After the addition of 1.2 mg of dicyclohexylcarbodiimide in 0.01 ml of DMF the reaction was allowed to proceed for 16 h at RT. The solution was separated from the crystals formed, and the peptide precipitated by the addition of 4 ml of dry diethylether. After centrifugation, the pellet was washed with another 4 ml o... Yields the product CC[C@H](C)[C@H]1C(=O)NCC(=O)N[C@@H]2C[S+](C3=C(C=4C=CC(=CC4N3)O)C[C@@H](C(=O)NCC(=O)N1)NC(=O)[C@@H](NC(=O)[C@@H]5C[C@H](CN5C(=O)[C@@H](NC2=O)CC(=O)N)O)[C@@H](C)[C@H](CO)O)[O-].ON=C(CCC(O)=N)O.C(CCCC(=O)O)(=O)O (α-Amanitin glutaric acid N-hydroxysuccinimidate). As a reaction SMILES: [CH3:1][CH2:2][C@@H:3]([C@@H:5]1[NH:34][C:32](=[O:33])[CH2:31][NH:30][C:28](=[O:29])[C@H:27]2[NH:35][C:36]([C@H:38]([C@H:58]([C@@H:60]([OH:63])[CH2:61][OH:62])[CH3:59])[NH:39][C:40]([C@H:42]3[N:46]([C:47]([C@H:49]([CH2:53][C:54]([NH2:56])=[O:55])[NH:50][C:51](=[O:52])[C@@H:13]([CH2:14][S+:15]([O-:64])[C:16]4[NH:24][C:23]5[CH:22]=[C:21]([OH:25])[CH:20]=[CH:19][C:18]=5[C:17]=4[CH2:26]2)[NH:12][C:10](=[O:11])[CH2:9][NH:8][C:6]1=[O:7])=[O:48])[CH2:45][C@H:44]([OH:57])[CH2:43]3)=[O:41])=[O:37])[CH3:4].[C:65]([O-:73])(=[O:72])[CH2:66][CH2:67][CH2:68][C:69]([O-:71])=[O:70].[OH:74][N:75]1[C:79](=[O:80])[CH2:78][CH2:77][C:76]1=[O:81].C1([N:88]=C=NC2CCCCC2)CCCCC1>CN(C)C=O>[CH3:1][CH2:2][C@@H:3]([C@@H:5]1[NH:34][C:32](=[O:33])[CH2:31][NH:30][C:28](=[O:29])[C@H:27]2[NH:35][C:36]([C@H:38]([C@H:58]([C@@H:60]([OH:63])[CH2:61][OH:62])[CH3:59])[NH:39][C:40]([C@H:42]3[N:46]([C:47]([C@H:49]([CH2:53][C:54]([NH2:56])=[O:55])[NH:50][C:51](=[O:52])[C@@H:13]([CH2:14][S+:15]([O-:64])[C:16]4[NH:24][C:23]5[CH:22]=[C:21]([OH:25])[CH:20]=[CH:19][C:18]=5[C:17]=4[CH2:26]2)[NH:12][C:10](=[O:11])[CH2:9][NH:8][C:6]1=[O:7])=[O:48])[CH2:45][C@H:44]([OH:57])[CH2:43]3)=[O:41])=[O:37])[CH3:4].[OH:74][N:75]=[C:76]([OH:81])[CH2:77][CH2:78][C:79](=[NH:88])[OH:80].[C:65]([OH:73])(=[O:72])[CH2:66][CH2:67][CH2:68][C:69]([OH:71])=[O:70] |f:0.1,5.6.7|. The solvent is CN(C=O)C (DMF), CN(C=O)C (DMF), CN(C=O)C (dimethylformamide). Run at time 16 hour. The reactants are BrCC1CCN(CC1)C1=NC=C(C=C1NC(C1=CC(=CC=C1)Cl)=O)Cl (N-(4-bromomethyl-5′-chloro-3,4,5,6-tetrahydro-2H-[1,2′]bipyridinyl-3′-yl)-3-chloro-benzamide), N1CCCCC1 (piperidine), C(C)(C)N(C(C)C)CC (N,N-diisopropylethylamine). Solvent: C(C)#N (acetonitrile). Product: ClC=1C=C(C(=O)NC=2C(=NC=C(C2)Cl)N2CCC(CC2)C(C)N2CCCCC2)C=CC1 (3-chloro-N-[5′-chloro-4-(1-piperidin-1-yl-ethyl)-3,4,5,6-tetrahydro-2H-[1,2′]bipyridinyl-3′-yl]-benzamide). The yield is 6.6%. As a reaction SMILES: Br[CH2:2][CH:3]1[CH2:8][CH2:7][N:6]([C:9]2[C:14]([NH:15][C:16](=[O:24])[C:17]3[CH:22]=[CH:21][CH:20]=[C:19]([Cl:23])[CH:18]=3)=[CH:13][C:12]([Cl:25])=[CH:11][N:10]=2)[CH2:5][CH2:4]1.[NH:26]1[CH2:31][CH2:30][CH2:29][CH2:28][CH2:27]1.[CH:32](N(CC)C(C)C)(C)C>C(#N)C>[Cl:23][C:19]1[CH:18]=[C:17]([CH:22]=[CH:21][CH:20]=1)[C:16]([NH:15][C:14]1[C:9]([N:6]2[CH2:7][CH2:8][CH:3]([CH:2]([N:26]3[CH2:31][CH2:30][CH2:29][CH2:28][CH2:27]3)[CH3:32])[CH2:4][CH2:5]2)=[N:10][CH:11]=[C:12]([Cl:25])[CH:13]=1)=[O:24]. Procedure details: A mixture of 0.030 g (0.066 mmol) of N-(4-bromomethyl-5′-chloro-3,4,5,6-tetrahydro-2H-[1,2′]bipyridinyl-3′-yl)-3-chloro-benzamide, 0.028 g (0.033 mmol) of piperidine, and 0.10 mL (0.58 mmol) of N,N-diisopropylethylamine in acetonitrile (1 mL) is heated at 175 C in a microwave reactor for 30 minutes. The mixture is cooled to room temperature and purified by preparative reverse phase HPLC to give 0.001 g (3%) of the title compound (43) as a colorless solid. [M+H]+=461.2. The reactants are N1=CC=CC2=CC=C(C=C12)OC1=CC(=NC=N1)C1=C(C=C(C=C1)C(F)(F)F)O (2-[6-(Quinolin-7-yloxy)-pyrimidin-4-yl]-5-trifluoromethyl-phenol), C(=O)([O-])[O-].[K+].[K+] (K2CO3), BrCC1CCCCC1 ((bromomethyl)cyclohexane). Run in CN(C)C=O (DMF). Conditions: temperature 60 celsius, time 23 hour. Yields the product C1(CCCCC1)COC1=C(C=CC(=C1)C(F)(F)F)C1=CC(=NC=N1)OC1=CC=C2C=CC=NC2=C1 (7-[6-(2-Cyclohexylmethoxy-4-trifluoromethyl-phenyl)-pyrimidin-4-yloxy]-quinoline). Reaction SMILES: [N:1]1[C:10]2[C:5](=[CH:6][CH:7]=[C:8]([O:11][C:12]3[N:17]=[CH:16][N:15]=[C:14]([C:18]4[CH:23]=[CH:22][C:21]([C:24]([F:27])([F:26])[F:25])=[CH:20][C:19]=4[OH:28])[CH:13]=3)[CH:9]=2)[CH:4]=[CH:3][CH:2]=1.C([O-])([O-])=O.[K+].[K+].Br[CH2:36][CH:37]1[CH2:42][CH2:41][CH2:40][CH2:39][CH2:38]1>CN(C=O)C>[CH:37]1([CH2:36][O:28][C:19]2[CH:20]=[C:21]([C:24]([F:25])([F:27])[F:26])[CH:22]=[CH:23][C:18]=2[C:14]2[N:15]=[CH:16][N:17]=[C:12]([O:11][C:8]3[CH:9]=[C:10]4[C:5]([CH:4]=[CH:3][CH:2]=[N:1]4)=[CH:6][CH:7]=3)[CH:13]=2)[CH2:42][CH2:41][CH2:40][CH2:39][CH2:38]1 |f:1.2.3|. Reported procedure: To a mixture of 2-[6-(quinolin-7-yloxy)-pyrimidin-4-yl]-5-trifluoromethyl-phenol, (Example 191), (50 mg, 0.13 mmol) and K2CO3 (54 mg, 0.39 mmol) in DMF (2.0 mL) was added (bromomethyl)cyclohexane (20 μL, 0.14 mmol, Aldrich). The reaction mixture was stirred at 60° C. for 23 h. The resulting mixture was allowed to cool to room temperature and filtered. The filtrate was concentrated in vacuum and purified by silica gel chromatography (gradient: 0% to 3.0% MeOH/CH2Cl2) to provide the title compound... The reactants are ClC1=NC(=C2N=CN(C2=N1)[C@@H]1O[C@@H]([C@H]([C@H]1O)O)C1=NC(=NO1)CC)NC(CC)CC ((2R,3R,4S,5S)-2-[2-Chloro-6-(1-ethyl-propylamino)-purin-9-yl]-5-(3-ethyl-[1,2,4]oxadiazol-5-yl)-tetrahydro-furan-3,4-diol), C1(CCCC1)N (cyclopentylamine), CS(=O)C (DMSO). Conditions: temperature 80 celsius. The product is C(=O)O.C1(CCCC1)NC1=NC(=C2N=CN(C2=N1)[C@@H]1O[C@@H]([C@H]([C@H]1O)O)C1=NC(=NO1)CC)NC(CC)CC ((2R,3R,4S,5S)-2-[2-Cyclopentylamino-6-(1-ethyl-propylamino)-purin-9-yl]-5-(3-ethyl-[1,2,4]oxadiazol-5-yl)-tetrahydro-furan-3,4-diol formate). As a reaction SMILES: Cl[C:2]1[N:10]=[C:9]2[C:5]([N:6]=[CH:7][N:8]2[C@H:11]2[C@H:15]([OH:16])[C@H:14]([OH:17])[C@@H:13]([C:18]3[O:22][N:21]=[C:20]([CH2:23][CH3:24])[N:19]=3)[O:12]2)=[C:4]([NH:25][CH:26]([CH2:29][CH3:30])[CH2:27][CH3:28])[N:3]=1.[CH:31]1([NH2:36])[CH2:35][CH2:34][CH2:33][CH2:32]1.CS(C)=[O:39]>>[CH:18]([OH:22])=[O:39].[CH:31]1([NH:36][C:2]2[N:10]=[C:9]3[C:5]([N:6]=[CH:7][N:8]3[C@H:11]3[C@H:15]([OH:16])[C@H:14]([OH:17])[C@@H:13]([C:18]4[O:22][N:21]=[C:20]([CH2:23][CH3:24])[N:19]=4)[O:12]3)=[C:4]([NH:25][CH:26]([CH2:27][CH3:28])[CH2:29][CH3:30])[N:3]=2)[CH2:35][CH2:34][CH2:33][CH2:32]1 |f:3.4|. Reported procedure: Intermediate 9 (0.070 g, 0.161 mmol) and cyclopentylamine (0.08 ml, 0.807 mmol) were dissolved in DMSO (0.03 ml) and heated at 80° C. in a sealed vial (eg Reacti vial™), for 20 h. The product was purified by Autoprep. HPLC to give the title compound after freeze drying as a cream solid (0.008 g). LC/MS system B Rt=3.01 min, m/z=486 MH+.